This data is from the Open Reaction Database (ORD), a public repository of structured organic reaction records. The task is: describe an organic reaction: reactants, conditions, products, and yield The reactants are (KBr)max, O.[OH-].[Li+] (Lithium hydroxide monohydrate), N(CC(=O)N(C)CC(=O)N([C@@H](C(C)C)C(=O)OC)C)C(=O)OC(C)(C)C (Boc-Gly-Sar-NMe-Val-OMe), Cl (HCl). Solvent: C1CCOC1.CO.O (THF CH3OH—H2O). Conditions: time 3 hour. Yields the product N(CC(=O)N(C)CC(=O)N([C@@H](C(C)C)C(=O)O)C)C(=O)OC(C)(C)C (Boc-Gly-Sar-NMe-Val-OH). Reaction SMILES: O.[OH-].[Li+].[NH:4]([C:23]([O:25][C:26]([CH3:29])([CH3:28])[CH3:27])=[O:24])[CH2:5][C:6]([N:8]([CH2:10][C:11]([N:13]([CH3:22])[C@H:14]([C:18]([O:20]C)=[O:19])[CH:15]([CH3:17])[CH3:16])=[O:12])[CH3:9])=[O:7].Cl>C1COCC1.CO.O>[NH:4]([C:23]([O:25][C:26]([CH3:28])([CH3:27])[CH3:29])=[O:24])[CH2:5][C:6]([N:8]([CH2:10][C:11]([N:13]([CH3:22])[C@H:14]([C:18]([OH:20])=[O:19])[CH:15]([CH3:17])[CH3:16])=[O:12])[CH3:9])=[O:7] |f:0.1.2,5.6.7|. Procedure details: From 600; Lithium hydroxide monohydrate (249 mg, 5.9 mmol) was added to a solution of 600 (740 mg, 1.98 mmol) in 15 mL of THF—CH3OH—H2O (3:1:1) at 25° C. and the resulting reaction mixture was stirred for 3 h. The reaction mixture was poured onto 3M aqueous HCl (8 mL) and extracted with EtOAc (3×20 mL). The combined organic phases were dried (Na2SO4), filtered and concentrated in vacuo to give 7 (638 mg, 712 mg theoretical, 90%) as a white solid which was employed directly in the next reaction w... Reactants: [Na] (sodium), liquid, N (ammonia), [Cl-].[NH4+] (ammonium chloride), CN(C)CC1(CC=2C=C3CCN(C3=CC21)S(=O)(=O)C)C2(CCCCC2)O (1-[6-[(Dimethylamino)methyl]-1-(methylsulphonyl)-2,3,5,6-tetrahydro-1H-cyclobuta[f]indol-6-yl]cyclohexanol). The solvent is O1CCCC1 (tetrahydrofuran). Conditions: temperature -50 celsius. Product: CN(C)CC1(CC=2C=C3CCNC3=CC21)C2(CCCCC2)O (1-{6-[(Dimethylamino)methyl]-2,3,5,6-tetrahydro-1H-cyclobuta[f]indol-6-yl}cyclohexanol). As a reaction SMILES: N.[CH3:2][N:3]([CH2:5][C:6]1([C:21]2([OH:27])[CH2:26][CH2:25][CH2:24][CH2:23][CH2:22]2)[C:16]2[CH:15]=[C:14]3[C:10]([CH2:11][CH2:12][N:13]3S(C)(=O)=O)=[CH:9][C:8]=2[CH2:7]1)[CH3:4].[Na].[Cl-].[NH4+]>O1CCCC1>[CH3:4][N:3]([CH2:5][C:6]1([C:21]2([OH:27])[CH2:26][CH2:25][CH2:24][CH2:23][CH2:22]2)[C:16]2[CH:15]=[C:14]3[C:10]([CH2:11][CH2:12][NH:13]3)=[CH:9][C:8]=2[CH2:7]1)[CH3:2] |f:3.4,^1:27|. Reported procedure: 40 ml of liquid ammonia are introduced into a three-necked flask, followed by 380 mg of the product obtained in Step C dissolved in 10 ml of tetrahydrofuran. The mixture is cooled to −50° C. and 100 mg of sodium are introduced in several portions into the reaction mixture. After 15 minutes' contact, 430 mg of powdered ammonium chloride are introduced in fractions. The reaction mixture is left to return to room temperature. After removal of all the ammonia by evaporation, the residue is taken up ... The reactants are COc1ccc(C2=NN(C3CCNCC3)C(=O)C2(C)C)cc1OC, Cc1cc(F)ccc1S(=O)(=O)Cl. Product: COc1ccc(C2=NN(C3CCN(S(=O)(=O)c4ccc(F)cc4C)CC3)C(=O)C2(C)C)cc1OC. Reaction SMILES: [CH3:1][O:2][c:3]1[cH:4][c:5]([C:11]2=[N:15][N:14]([CH:16]3[CH2:17][CH2:18][NH:19][CH2:20][CH2:21]3)[C:13](=[O:22])[C:12]2([CH3:23])[CH3:24])[cH:6][cH:7][c:8]1[O:9][CH3:10].[F:25][c:26]1[cH:27][c:28]([CH3:36])[c:29]([S:32](=[O:33])(=[O:34])[Cl:35])[cH:30][cH:31]1>>[CH3:1][O:2][c:3]1[cH:4][c:5]([C:11]2=[N:15][N:14]([CH:16]3[CH2:17][CH2:18][N:19]([S:32]([c:29]4[c:28]([CH3:36])[cH:27][c:26]([F:25])[cH:31][cH:30]4)(=[O:33])=[O:34])[CH2:20][CH2:21]3)[C:13](=[O:22])[C:12]2([CH3:23])[CH3:24])[cH:6][cH:7][c:8]1[O:9][CH3:10]. The reactants are N(=[N+]=[N-])C=1C=C(C(=O)NC2=C(C(=CC(=C2)C(C)(C)C)NS(=O)(=O)C)OC)C=CC1C (3-azido-N-(5-tert-butyl-3-methanesulfonylamino-2-methoxy-phenyl)-4-methyl-benzamide), O=C1C(O)=C([O-])[C@H](O1)[C@@H](O)CO.[Na+] (sodium ascorbate), O1C=C(C=C1)C=O (furan-3-carbaldehyde), dimethyl 2-oxo-1-diazopropylphosphinate, C(=O)([O-])[O-].[K+].[K+] (K2CO3). The reagents and catalysts are [O-]S(=O)(=O)[O-].[Cu+2] (CuSO4). The solvent is O (water), CO (MeOH), CO (MeOH). Conditions: time 4 hour. Product: C(C)(C)(C)C=1C=C(C(=C(C1)NC(C1=CC(=C(C=C1)C)N1N=NC(=C1)C1=COC=C1)=O)OC)NS(=O)(=O)C (N-(5-tert-butyl-3-methanesulfonylamino-2-methoxy-phenyl)-3-(4-furan-3-yl-[1,2,3]triazol-1-yl)-4-methyl-benzamide). As a reaction SMILES: [O:1]1[CH:5]=[CH:4][C:3]([CH:6]=O)=[CH:2]1.[C:8]([O-])([O-])=O.[K+].[K+].[N:14]([C:17]1[CH:18]=[C:19]([CH:40]=[CH:41][C:42]=1[CH3:43])[C:20]([NH:22][C:23]1[CH:28]=[C:27]([C:29]([CH3:32])([CH3:31])[CH3:30])[CH:26]=[C:25]([NH:33][S:34]([CH3:37])(=[O:36])=[O:35])[C:24]=1[O:38][CH3:39])=[O:21])=[N+:15]=[N-:16].O=C1O[C@H]([C@H](CO)O)C([O-])=C1O.[Na+]>CO.O.[O-]S([O-])(=O)=O.[Cu+2]>[C:29]([C:27]1[CH:26]=[C:25]([NH:33][S:34]([CH3:37])(=[O:35])=[O:36])[C:24]([O:38][CH3:39])=[C:23]([NH:22][C:20](=[O:21])[C:19]2[CH:40]=[CH:41][C:42]([CH3:43])=[C:17]([N:14]3[CH:8]=[C:6]([C:3]4[CH:4]=[CH:5][O:1][CH:2]=4)[N:16]=[N:15]3)[CH:18]=2)[CH:28]=1)([CH3:31])([CH3:32])[CH3:30] |f:1.2.3,5.6,9.10|. Procedure details: To a solution of 96 mg (0.20 mmol) of furan-3-carbaldehyde (Aldrich) and dimethyl 2-oxo-1-diazopropylphosphinate (46 mg; 0.24 mmol) in 1.5 mL of MeOH was added 55.6 mg (0.402 mmol) of K2CO3. The mixture was stirred for 4 h and 58 mg (0.134 mmol) of 3-azido-N-(5-tert-butyl-3-methanesulfonylamino-2-methoxy-phenyl)-4-methyl-benzamide was then added followed by an additional 1 mL of MeOH and 27 mg of sodium ascorbate in 0.2 mL of water. The mixture was vigorously stirred and 0.13 mL (0.013 mmol) of ... The reactants are CC(=O)Nc1ccc(CC(=O)O)cc1Br, Cl. Yields the product Nc1ccc(CC(=O)O)cc1Br. As a reaction SMILES: [C:1](=[O:2])([CH3:3])[NH:4][c:5]1[c:6]([Br:15])[cH:7][c:8]([CH2:11][C:12](=[O:13])[OH:14])[cH:9][cH:10]1.[ClH:16]>>[NH2:4][c:5]1[c:6]([Br:15])[cH:7][c:8]([CH2:11][C:12](=[O:13])[OH:14])[cH:9][cH:10]1. Reactants: C(C)OC(C1=CC=C(C=C1)N1C=CC2=CC=C(C=C12)[N+](=O)[O-])=O (4-(6-nitroindol-1-yl)benzoic acid ethyl ester), P(=O)(Cl)(Cl)Cl (phosphoryl chloride), CN(C=O)C (N,N-dimethylformamide), Cl (hydrochloric acid), [OH-].[Na+] (sodium hydroxide). Conditions: temperature 70 celsius, time 8 hour. Yields the product C(C)OC(C1=CC=C(C=C1)N1C=C(C2=CC=C(C=C12)[N+](=O)[O-])C=O)=O (4-(3-formyl-6-nitroindol-1-yl)benzoic acid ethyl ester). RXN SMILES: [CH2:1]([O:3][C:4](=[O:23])[C:5]1[CH:10]=[CH:9][C:8]([N:11]2[C:19]3[C:14](=[CH:15][CH:16]=[C:17]([N+:20]([O-:22])=[O:21])[CH:18]=3)[CH:13]=[CH:12]2)=[CH:7][CH:6]=1)[CH3:2].P(Cl)(Cl)(Cl)=O.[OH-].[Na+].Cl.CN(C)[CH:34]=[O:35]>>[CH2:1]([O:3][C:4](=[O:23])[C:5]1[CH:6]=[CH:7][C:8]([N:11]2[C:19]3[C:14](=[CH:15][CH:16]=[C:17]([N+:20]([O-:22])=[O:21])[CH:18]=3)[C:13]([CH:34]=[O:35])=[CH:12]2)=[CH:9][CH:10]=1)[CH3:2] |f:2.3|. Reported procedure: To a solution of 4-(6-nitroindol-1-yl)benzoic acid ethyl ester (0.53 g) in N,N-dimethylformamide (6 mL) was added phosphoryl chloride (0.31 g) under ice cooling and this mixture was stirred at 70° C. overnight. After cooling to ambient temperature, to this reaction mixture was added 2 mol/L aqueous sodium hydroxide solution and this mixture was stirred at 30 minutes. This reaction mixture was poured into 1 mol/L hydrochloric acid, and the precipitated solid was collected by filtration, and washe... Reactants: C(C)(C)(C)OC(=O)N1CCN(CC1)CCN[C@]12[C@@H]([C@H]3CC[C@@H]4[C@]5(CC=C(C([C@@H]5CC[C@]4([C@@]3(CC1)C)C)(C)C)C1=CC=C(C(=O)O)C=C1)C)[C@@H](CC2)C(=C)C (4-((1R,3aS,5aR,5bR,7aR,11aS,11bR,13aR,13bR)-3a-((2-(4-(tert-butoxycarbonyl)piperazin-1-yl)ethyl)amino)-5a,5b,8,8,11a-pentamethyl-1-(prop-1-en-2-yl)-2,3,3a,4,5,5a,5b,6,7,7a,8,11,11a,11b,12,13,13a,13b-octadecahydro-1H-cyclopenta[a]chrysen-9-yl)benzoic acid), CS(=O)(=O)C1CCNCC1 (4-(methylsulfonyl)piperidine). The product is C[C@]12CC[C@@]3([C@@H]([C@H]2CC[C@@H]2[C@]4(CC=C(C([C@@H]4CC[C@@]12C)(C)C)C1=CC=C(C(=O)O)C=C1)C)[C@@H](CC3)C(=C)C)NCCN3CCC(CC3)S(=O)(=O)C (4-((1R,3aS,5aR,5bR,7aR,11aS,11bR,13aR,13bR)-5a,5b,8,8,11a-pentamethyl-3a-((2-(4-(methylsulfonyl)piperidin-1-yl)ethyl)amino)-1-(prop-1-en-2-yl)-2,3,3a,4,5,5a,5b,6,7,7a,8,11,11a,11b,12,13,13a,13b-octadecahydro-1H-cyclopenta[a]chrysen-9-yl)benzoic acid), solid. Isolated yield 84.0%. Reaction SMILES: C(OC(N1CCN([CH2:14][CH2:15][NH:16][C@:17]23[CH2:51][CH2:50][C@@H:49]([C:52]([CH3:54])=[CH2:53])[C@@H:18]2[C@@H:19]2[C@@:32]([CH3:35])([CH2:33][CH2:34]3)[C@@:31]3([CH3:36])[C@@H:22]([C@:23]4([CH3:48])[C@@H:28]([CH2:29][CH2:30]3)[C:27]([CH3:38])([CH3:37])[C:26]([C:39]3[CH:47]=[CH:46][C:42]([C:43]([OH:45])=[O:44])=[CH:41][CH:40]=3)=[CH:25][CH2:24]4)[CH2:21][CH2:20]2)CC1)=O)(C)(C)C.[CH3:55][S:56]([CH:59]1[CH2:64][CH2:63][NH:62][CH2:61][CH2:60]1)(=[O:58])=[O:57]>>[CH3:35][C@:32]12[C@@:31]3([CH3:36])[C@@H:22]([C@:23]4([CH3:48])[C@@H:28]([CH2:29][CH2:30]3)[C:27]([CH3:37])([CH3:38])[C:26]([C:39]3[CH:40]=[CH:41][C:42]([C:43]([OH:45])=[O:44])=[CH:46][CH:47]=3)=[CH:25][CH2:24]4)[CH2:21][CH2:20][C@@H:19]1[C@H:18]1[C@H:49]([C:52]([CH3:54])=[CH2:53])[CH2:50][CH2:51][C@:17]1([NH:16][CH2:15][CH2:14][N:62]1[CH2:63][CH2:64][CH:59]([S:56]([CH3:55])(=[O:58])=[O:57])[CH2:60][CH2:61]1)[CH2:34][CH2:33]2. Procedure details: The title compound was prepared following the method described above for the synthesis of 4-((1R,3aS,5aR,5bR,7aR,11aS,11bR,13aR,13bR)-3a-((2-(4-(tert-butoxycarbonyl)piperazin-1-yl)ethyl)amino)-5a,5b,8,8,11a-pentamethyl-1-(prop-1-en-2-yl)-2,3,3a,4,5,5a,5b,6,7,7a,8,11,11a,11b,12,13,13a,13b-octadecahydro-1H-cyclopenta[a]chrysen-9-yl)benzoic acid using 4-(methylsulfonyl)piperidine as the alkylating reagent in Step 3. The product was isolated as a white solid (200 mg, 84%). LCMS: m/e 719.58 (M+H)+, 2...